From a dataset of the Open Reaction Database (ORD), a public repository of structured organic reaction records. describe an organic reaction: reactants, conditions, products, and yield Starting materials: ice water, C(C=1C(N)=CC=CC1)(=O)O (anthranilic acid), [Cl-].[Ca+2].[Cl-] (calcium chloride), S(=O)(Cl)Cl (thionyl chloride), COC1=C(C=C(C=C1)/C=C/C(=O)O)OC (3',4'-dimethoxycinnamic acid). The solvent is CN(C=O)C (dimethylformamide), O (water), CN(C=O)C (dimethylformamide), O (water). Conditions: time 1 hour. The product is COC=1C=C(C=CC(=O)NC=2C(C(=O)O)=CC=CC2)C=CC1OC (N-(3',4'-dimethoxycinnamoyl)-anthranilic acid). Isolated yield 71.9%. Reaction SMILES: [C:1]([OH:10])(=[O:9])[C:2]1[C:3](=[CH:5][CH:6]=[CH:7][CH:8]=1)[NH2:4].[Cl-].[Ca+2].[Cl-].S(Cl)(Cl)=O.[CH3:18][O:19][C:20]1[CH:25]=[CH:24][C:23](/[CH:26]=[CH:27]/[C:28](O)=[O:29])=[CH:22][C:21]=1[O:31][CH3:32]>O.CN(C)C=O>[CH3:32][O:31][C:21]1[CH:22]=[C:23]([CH:24]=[CH:25][C:20]=1[O:19][CH3:18])[CH:26]=[CH:27][C:28]([NH:4][C:3]1[C:2](=[CH:8][CH:7]=[CH:6][CH:5]=1)[C:1]([OH:10])=[O:9])=[O:29] |f:1.2.3|. Procedure: Into 15 ml of dimethylformamide were dissolved with heating 2.0 g of anthranilic acid and 2.3 g of anhydrous calcium chloride. To 10 ml of dimethylformamide were added in order 0.78 ml of thionyl chloride and 2.08 g of 3',4'-dimethoxycinnamic acid, during which the reaction system was stirred and cooled with ice and water. The resulting mixture was added dropwise to the above solution, during which the reaction system was stirred and cooled with ice and water. After the completion of the droppin... The reactants are ClCCl, CS(C)=O, Cc1cccc(C)c1CNc1cccn2c(C)c(CCl)nc12, N#C[K], O. The product is Cc1cccc(C)c1CNc1cccn2c(C)c(CC#N)nc12. RXN SMILES: [CH2:30]([Cl:31])[Cl:32].[CH3:26][S:27](=[O:28])[CH3:29].[Cl:1][CH2:2][c:3]1[n:4][c:5]2[n:6]([cH:7][cH:8][cH:9][c:10]2[NH:11][CH2:12][c:13]2[c:14]([CH3:20])[cH:15][cH:16][cH:17][c:18]2[CH3:19])[c:21]1[CH3:22].[K:23][C:24]#[N:25].[OH2:33]>>[CH2:2]([c:3]1[n:4][c:5]2[n:6]([cH:7][cH:8][cH:9][c:10]2[NH:11][CH2:12][c:13]2[c:14]([CH3:20])[cH:15][cH:16][cH:17][c:18]2[CH3:19])[c:21]1[CH3:22])[C:24]#[N:25].